Dataset: the Open Reaction Database (ORD), a public repository of structured organic reaction records. Task: describe an organic reaction: reactants, conditions, products, and yield Starting materials: O=C(O)C(F)(F)F, O=C(O)CNc1ccc(-c2ccc(F)cc2)nc1, Nc1cccnc1. Yields the product O=C(O)C(F)(F)F, O=C(CNc1ccc(-c2ccc(F)cc2)nc1)Nc1cccnc1. As a reaction SMILES: [F:1][C:2]([C:3](=[O:4])[OH:5])([F:6])[F:7].[F:8][c:9]1[cH:10][cH:11][c:12](-[c:15]2[cH:16][cH:17][c:18]([NH:21][CH2:22][C:23](=[O:24])[OH:25])[cH:19][n:20]2)[cH:13][cH:14]1.[NH2:26][c:27]1[cH:28][n:29][cH:30][cH:31][cH:32]1>>[F:1][C:2]([C:3](=[O:4])[OH:5])([F:6])[F:7].[F:8][c:9]1[cH:10][cH:11][c:12](-[c:15]2[cH:16][cH:17][c:18]([NH:21][CH2:22][C:23](=[O:25])[NH:26][c:27]3[cH:28][n:29][cH:30][cH:31][cH:32]3)[cH:19][n:20]2)[cH:13][cH:14]1. The reactants are CC(=O)Cl, ClCCl, FC1(c2ccc(C3=NOC(c4cc(Cl)c(Cl)c(Cl)c4)(C(F)(F)F)C3)cc2)CNC1, O, c1ccncc1. Product: CC(=O)N1CC(F)(c2ccc(C3=NOC(c4cc(Cl)c(Cl)c(Cl)c4)(C(F)(F)F)C3)cc2)C1. Reaction SMILES: [CH3:36][C:37]([Cl:38])=[O:39].[Cl:41][CH2:42][Cl:43].[F:1][C:2]1([c:6]2[cH:7][cH:8][c:9]([C:12]3=[N:13][O:14][C:15]([C:17]([F:18])([F:19])[F:20])([c:21]4[cH:22][c:23]([Cl:29])[c:24]([Cl:28])[c:25]([Cl:27])[cH:26]4)[CH2:16]3)[cH:10][cH:11]2)[CH2:3][NH:4][CH2:5]1.[OH2:40].[cH:30]1[cH:31][cH:32][n:33][cH:34][cH:35]1>>[F:1][C:2]1([c:6]2[cH:7][cH:8][c:9]([C:12]3=[N:13][O:14][C:15]([C:17]([F:18])([F:19])[F:20])([c:21]4[cH:22][c:23]([Cl:29])[c:24]([Cl:28])[c:25]([Cl:27])[cH:26]4)[CH2:16]3)[cH:10][cH:11]2)[CH2:3][N:4]([C:37]([CH3:36])=[O:39])[CH2:5]1. Reactants: C(C)(C)(C)OC(=O)N1CCC(CC1)=O (1-tert-butoxycarbonyl-4-piperidone), C[Si](C)(C)Cl (TMSCl), CCCCCC (Hexane). The solvent is CN(C)C=O (DMF). Run at temperature 80 celsius. Yields the product C(C)(C)(C)OC(=O)N1CCC(=CC1)O[Si](C)(C)C (1-tert-butoxycarbonyl-1,2,3,6-tetrahydro-4-(trimethylsilyloxy)pyridine). Yield: 100.5%. Reaction SMILES: [C:1]([O:5][C:6]([N:8]1[CH2:13][CH2:12][C:11](=[O:14])[CH2:10][CH2:9]1)=[O:7])([CH3:4])([CH3:3])[CH3:2].[CH3:15][Si:16](Cl)([CH3:18])[CH3:17].CCCCCC>CN(C=O)C>[C:1]([O:5][C:6]([N:8]1[CH2:9][CH:10]=[C:11]([O:14][Si:16]([CH3:18])([CH3:17])[CH3:15])[CH2:12][CH2:13]1)=[O:7])([CH3:4])([CH3:2])[CH3:3]. Procedure: To a stirred solution of 1-tert-butoxycarbonyl-4-piperidone (14.9 g, 74.8 mmol) in DMF (35 mL) was added TMSCl (11.4 mL, 89.7 mmol) and then Et3 N (25.0 mL, 179 mmol) dropwise at room temperature, and the reaction mixture was heated at 80° C. for 18 hr. Hexane was added to the reaction mixture, and the resulting mixture was washed with sat. NaHCO3 and brine, dried over Na2SO4, and concentrated to dryness. Chromatography of the residue with hexane-EtOAc (5:1, v/v) as eluent gave 1-tert-butoxycarb... Starting materials: FC1=CC=C2C(=NNC2=C1)[Sn](CCCC)(CCCC)CCCC (6-Fluoro-3-tributylstannyl-1H-indazole), N1=CC=C(C=C1)C(C)NC(=O)C1=CN(C2=NC=C(N=C21)Br)COCC[Si](C)(C)C (2-bromo-5-(2-trimethylsilanyl-ethoxymethyl)-5H-pyrrolo[2,3-b]pyrazine-7-carboxylic acid (1-pyridin-4-yl-ethyl)-amide), CN(C)C=O (DMF). The reagents and catalysts are [Cu]I (copper(I) iodide), C=1C=CC(=CC1)[P](C=2C=CC=CC2)(C=3C=CC=CC3)[Pd]([P](C=4C=CC=CC4)(C=5C=CC=CC5)C=6C=CC=CC6)([P](C=7C=CC=CC7)(C=8C=CC=CC8)C=9C=CC=CC9)[P](C=1C=CC=CC1)(C=1C=CC=CC1)C=1C=CC=CC1 (tetrakis(triphenylphosphine)palladium). Run in CCOCC (ether). Reaction conditions: temperature 90 celsius, time 15 hour. The product is N1=CC=C(C=C1)C(C)NC(=O)C1=CN(C2=NC=C(N=C21)C2=NNC1=CC(=CC=C21)F)COCC[Si](C)(C)C (2-(6-fluoro-1H-indazol-3-yl)-5-(2-trimethylsilanyl-ethoxymethyl)-5H-pyrrolo[2,3-b]pyrazine-7-carboxylic acid (1-pyridin-4-yl-ethyl)-amide). The yield is 87.3%. As a reaction SMILES: [F:1][C:2]1[CH:10]=[C:9]2[C:5]([C:6]([Sn](CCCC)(CCCC)CCCC)=[N:7][NH:8]2)=[CH:4][CH:3]=1.[N:24]1[CH:29]=[CH:28][C:27]([CH:30]([NH:32][C:33]([C:35]2[C:43]3[C:38](=[N:39][CH:40]=[C:41](Br)[N:42]=3)[N:37]([CH2:45][O:46][CH2:47][CH2:48][Si:49]([CH3:52])([CH3:51])[CH3:50])[CH:36]=2)=[O:34])[CH3:31])=[CH:26][CH:25]=1.CN(C=O)C>CCOCC.[Cu]I.C1C=CC([P]([Pd]([P](C2C=CC=CC=2)(C2C=CC=CC=2)C2C=CC=CC=2)([P](C2C=CC=CC=2)(C2C=CC=CC=2)C2C=CC=CC=2)[P](C2C=CC=CC=2)(C2C=CC=CC=2)C2C=CC=CC=2)(C2C=CC=CC=2)C2C=CC=CC=2)=CC=1>[N:24]1[CH:29]=[CH:28][C:27]([CH:30]([NH:32][C:33]([C:35]2[C:43]3[C:38](=[N:39][CH:40]=[C:41]([C:6]4[C:5]5[C:9](=[CH:10][C:2]([F:1])=[CH:3][CH:4]=5)[NH:8][N:7]=4)[N:42]=3)[N:37]([CH2:45][O:46][CH2:47][CH2:48][Si:49]([CH3:50])([CH3:52])[CH3:51])[CH:36]=2)=[O:34])[CH3:31])=[CH:26][CH:25]=1 |^1:68,70,89,108|. Procedure: 6-Fluoro-3-tributylstannyl-1H-indazole (0.48 g, 1.13 mmol), copper(I) iodide (16 mg, 0.084 mmol) and 2-bromo-5-(2-trimethylsilanyl-ethoxymethyl)-5H-pyrrolo[2,3-b]pyrazine-7-carboxylic acid (1-pyridin-4-yl-ethyl)-amide (400 mg, 0.84 mmol) were combined with DMF (6 mL) to give a yellow solution. The mixture was degassed for 10 min then tetrakis(triphenylphosphine)palladium (0) (45 mg, 0.039 mmol) was added. The reaction mixture was stirred under nitrogen at 90° C. for 15 h. The reaction mixture wa... Reactants: COCCC1=CC=C(C=C1)O (4-(2-methoxyethyl)phenol), CN(C(=O)Cl)C1=CC=CC=C1 (N-methyl-N-phenylcarbamoyl chloride), crude product. The product is COCCC1=CC=C(C=C1)OC(N(C1=CC=CC=C1)C)=O (Methyl-phenyl-carbamic acid 4-(2-methoxy-ethyl)-phenyl ester). Reaction SMILES: [CH3:1][O:2][CH2:3][CH2:4][C:5]1[CH:10]=[CH:9][C:8]([OH:11])=[CH:7][CH:6]=1.[CH3:12][N:13]([C:17]1[CH:22]=[CH:21][CH:20]=[CH:19][CH:18]=1)[C:14](Cl)=[O:15]>>[CH3:1][O:2][CH2:3][CH2:4][C:5]1[CH:10]=[CH:9][C:8]([O:11][C:14](=[O:15])[N:13]([CH3:12])[C:17]2[CH:22]=[CH:21][CH:20]=[CH:19][CH:18]=2)=[CH:7][CH:6]=1. Procedure: The title product was prepared from 4-(2-methoxyethyl)phenol and N-methyl-N-phenylcarbamoyl chloride. The crude product was subjected to preparative HPLC. (4%, light yellow oil). HPLC-MS: m/z=286.1 (M+1); Rt: 4.01 min. Reactants: N1(C=NC=C1)CCC(=O)C1=CC=C(C=C1)C(F)(F)F (3-(1-(1H)-imidazolyl)-1-(4-trifluoromethylphenyl)1-propanone), Cl.Cl.NCCON (O-(2-aminoethyl)hydroxylamine dihydrochloride), N1=CC=CC=C1 (pyridine), C(C)O (ethanol). Reaction conditions: time 2 hour. Procedure details: A mixture of 3-(1-(1H)-imidazolyl)-1-(4-trifluoromethylphenyl)1-propanone (4.65 g), O-(2-aminoethyl)hydroxylamine dihydrochloride (3.10 g), 3 equivalents of pyridine, and absolute ethanol (75 ml) was heated under reflux, under nitrogen, with stirring, for two hrs. The reaction mixture was diluted with 10% sodium hydroxide solution and ethyl acetate. The layers were separated. The aqueous phase was extracted with ethyl acetate, the organic layers were dried over anhydrous sodium sulfate, filtered... Run in [OH-].[Na+] (sodium hydroxide), C(C)(=O)OCC (ethyl acetate). RXN SMILES: [N:1]1([CH2:6][CH2:7][C:8]([C:10]2[CH:15]=[CH:14][C:13]([C:16]([F:19])([F:18])[F:17])=[CH:12][CH:11]=2)=O)[CH:5]=[CH:4][N:3]=[CH:2]1.[ClH:20].Cl.[NH2:22][CH2:23][CH2:24][O:25][NH2:26].N1C=CC=CC=1.C(O)C>[OH-].[Na+].C(OCC)(=O)C>[ClH:20].[ClH:20].[NH2:22][CH2:23][CH2:24][O:25][N:26]=[C:8]([C:10]1[CH:15]=[CH:14][C:13]([C:16]([F:19])([F:18])[F:17])=[CH:12][CH:11]=1)[CH2:7][CH2:6][N:1]1[CH:5]=[CH:4][N:3]=[CH:2]1 |f:1.2.3,6.7,9.10.11|. Isolated yield 67.4%. The product is Cl.Cl.NCCON=C(CCN1C=NC=C1)C1=CC=C(C=C1)C(F)(F)F (3-(1-(1H)-Imidazolyl)-1-(4-trifluoromethylphenyl)-1-propanone O-(2-aminoethyl)oxime dihydrochloride). The reactants are acetal, [H-].[Na+] (sodium hydride), O1CCOC12CCC(CC2)O (1,4-dioxaspiro[4.5]decan-8-ol), [H-].[Na+] (sodium hydride), oil, Cl (hydrochloric acid), ClCC1=CC(=CC=C1)OC (1-chloromethyl-3-methoxybenzene). Run in [Cl-].[Na+] (sodium chloride), CN(C=O)C (dimethylformamide), CN(C=O)C (dimethylformamide), O1CCCC1 (tetrahydrofuran), CN(C=O)C (dimethylformamide). Run at temperature 60 celsius, time 30 minute. Product: COC=1C=C(COC2CCC(CC2)=O)C=CC1 (4-(3-methoxybenzyloxy)-cyclohexanone). RXN SMILES: [H-].[Na+].O1[C:7]2([CH2:12][CH2:11][CH:10]([OH:13])[CH2:9][CH2:8]2)[O:6][CH2:5][CH2:4]1.Cl[CH2:15][C:16]1C=C[CH:19]=[C:18]([O:22][CH3:23])[CH:17]=1.Cl>CN(C)C=O.[Cl-].[Na+].O1CCCC1>[CH3:23][O:22][C:18]1[CH:19]=[C:4]([CH:15]=[CH:16][CH:17]=1)[CH2:5][O:6][CH:7]1[CH2:8][CH2:9][C:10](=[O:13])[CH2:11][CH2:12]1 |f:0.1,6.7|. Procedure details: 4.4 g of 60% sodium hydride in mineral oil (0.11 mole) were stirred in 35 ml absolute dimethylformamide under a nitrogen atmosphere. 15.7 g (0.1 mole) 1,4-dioxaspiro[4.5]decan-8-ol were dissolved in 65 ml dimethylformamide. This solution was added drop-wise to the sodium hydride suspension. 16 ml 1-chloromethyl-3-methoxybenzene (0.11 mole), dissolved in 25 ml dimethylformamide, were then added. The mixture was stirred for 30 minutes at 60° C., poured on to ice, extracted with ether and dried ove... Starting materials: [Al+3], CC(Br)C(=O)Br, Cn1c(=O)sc2ccccc21, [Cl-], [Cl-], [Cl-], S=C=S. Product: CC(Br)C(=O)c1ccc2sc(=O)n(C)c2c1. RXN SMILES: [Al+3:2].[Br:5][CH:6]([C:7](=[O:8])[Br:9])[CH3:10].[CH3:11][n:12]1[c:13](=[O:21])[s:14][c:15]2[c:16]1[cH:17][cH:18][cH:19][cH:20]2.[Cl-:1].[Cl-:3].[Cl-:4].[S:22]=[C:23]=[S:24]>>[Br:5][CH:6]([C:7](=[O:8])[c:18]1[cH:17][c:16]2[n:12]([CH3:11])[c:13](=[O:21])[s:14][c:15]2[cH:20][cH:19]1)[CH3:10].